From a dataset of the Open Reaction Database (ORD), a public repository of structured organic reaction records. describe an organic reaction: reactants, conditions, products, and yield The reactants are CC(C)(OC(=O)NN1C(N(CC1)C(COP(=O)(N1[C@H]([C@@H](C1=O)NC(OCC1=CC=CC=C1)=O)C)O)=O)=O)C ((2S-trans)[1-[[2-[3-[[(1,1-Dimethylethoxy)-carbonyl]amino]-2-oxo-1-imidazolidinyl]-2-oxoethoxy]hydroxyphosphinyl]-2-methyl-4-oxo-3-azetidinyl]carbamic acid, phenylmethyl ester), [K] (monopotassium), C1(=CC=CC=C1)OC (anisole), FC(C(=O)O)(F)F (trifluoroacetic acid), C([O-])(O)=O.[Na+] (sodium bicarbonate). Solvent: O (water). Conditions: time 6 hour. The product is NN1C(N(CC1)C(COP(=O)(N1[C@H]([C@@H](C1=O)NC(OCC1=CC=CC=C1)=O)C)O)=O)=O ((2S-trans)[1-[[2-(3-Amino-2-oxo-1-imidazolidinyl)-2-oxoethoxy]hydroxyphosphinyl]-2-methyl-4-oxo-3-azetidinyl]carbamic acid, phenylmethyl ester). As a reaction SMILES: CC(C)(OC([NH:7][N:8]1[CH2:12][CH2:11][N:10]([C:13](=[O:36])[CH2:14][O:15][P:16]([OH:35])([N:18]2[C:21](=[O:22])[C@@H:20]([NH:23][C:24](=[O:33])[O:25][CH2:26][C:27]3[CH:32]=[CH:31][CH:30]=[CH:29][CH:28]=3)[C@@H:19]2[CH3:34])=[O:17])[C:9]1=[O:37])=O)C.[K].C1(OC)C=CC=CC=1.FC(F)(F)C(O)=O.C(=O)(O)[O-].[Na+]>O>[NH2:7][N:8]1[CH2:12][CH2:11][N:10]([C:13](=[O:36])[CH2:14][O:15][P:16]([OH:35])([N:18]2[C:21](=[O:22])[C@@H:20]([NH:23][C:24](=[O:33])[O:25][CH2:26][C:27]3[CH:32]=[CH:31][CH:30]=[CH:29][CH:28]=3)[C@@H:19]2[CH3:34])=[O:17])[C:9]1=[O:37] |f:4.5,^1:38|. Reported procedure: (2S-trans)[1-[[2-[3-[[(1,1-Dimethylethoxy)-carbonyl]amino]-2-oxo-1-imidazolidinyl]-2-oxoethoxy]hydroxyphosphinyl]-2-methyl-4-oxo-3-azetidinyl]carbamic acid, phenylmethyl ester, monopotassium salt (5.9 g, 10 mmol) was treated at 0° C. sequentially with anisole (25 ml) and trifluoroacetic acid (60 ml), and the solution was stirred for six hours. The solution was evaporated in vacuo at ambient temperature and then co-evaporated with toluene (10 ml). The residue was triturated with hexane (50 ml) an... The reactants are CC(=O)OC1CCC2C1(CCC3C2CCC4=C3C=CC(=C4)OC(=O)C)C (beta-estradiol diacetate), CC(C)CN1C2=C(N=CN2)C(=O)N(C1=O)C (isobutylmethylxanthine), O=C[C@H](O)[C@@H](O)[C@H](O)[C@H](O)CO (glucose), P(=O)(O)([O-])[O-].[Na+].[Na+] (disodium hydrogen phosphate), [O-]S(=O)(=O)[O-].[Mg+2] (MgSO4), N1=CN=C2N=CNC2=C1N (adenine), [Cl-].[Cl-].[Ca+2] (CaCl2), C=1C=CC2=C(C1)C(OS2(=O)=O)(C=3C=CC(=CC3)O)C=4C=CC(=CC4)O (phenol red), [Na+].[Cl-] (NaCl), [Cl-].[K+] (KCl), tris-HCl. Run in C(=O)=O (CO2), C(C)(=O)O (acetic acid). Run at time 100 minute. The product is C=1N=C(C2=C(N1)N(C=N2)[C@H]3[C@@H]([C@H]4[C@H](O3)COP(=O)(O4)O)O)N (cyclic AMP). RXN SMILES: CC(OC1C2(C)CCC3C4C=CC(OC(C)=O)=CC=4CCC3C2CC1)=O.[Na+].[Cl-].[Cl-].[K+].O=C[C@@H:33]([C@H:35]([C@@H:37]([C@@H:39]([CH2:41][OH:42])[OH:40])[OH:38])[OH:36])O.[P:43]([O-:47])([O-])(O)=[O:44].[Na+].[Na+].C1C=CC2S(=O)(=O)OC(C3C=CC(O)=CC=3)(C3C=CC(O)=CC=3)C=2C=1.[O-]S([O-])(=O)=O.[Mg+2].[Cl-].[Cl-].[Ca+2].CC(CN1C(=O)N(C)C(=O)C2N=CNC1=2)C.[N:100]1[C:108]([NH2:109])=[C:107]2[C:103]([N:104]=[CH:105][NH:106]2)=[N:102][CH:101]=1>C(=O)=O.C(O)(=O)C>[CH:101]1[N:100]=[C:108]([NH2:109])[C:107]2[N:106]=[CH:105][N:104]([C@@H:33]3[O:40][C@@H:39]4[CH2:41][O:42][P:43]([OH:47])([O:38][C@H:37]4[C@H:35]3[OH:36])=[O:44])[C:103]=2[N:102]=1 |f:1.2,3.4,6.7.8,10.11,12.13.14|. Procedure: Uterus homogenate is prepared as described in Example 5 from rats treated with beta-estradiol diacetate. The buffer used for the homogenization is composed of 0.14 mol/l NaCl, 5 mmol/l KCl, 10 mmol/l glucose, 10 mmol/l acetic acid, 2 mmol/l disodium hydrogen phosphate, 20 mmol/l tris-HCl, 0.001% phenol red, 1.2 mol/l MgSO4, 0.8 mmol/l CaCl2 and 0.01 mmol/l isobutylmethylxanthine. Before use, this buffer is brought to pH 7.4 by passing in CO2 gas. 10 ml of the uterus homogenate are now incubated ... Product: CCNCC(O)CS(=O)(=O)O. The reactants are CCN, O=S(=O)(O)CC(O)CCl, [Na], [Na], O. As a reaction SMILES: [CH2:11]([CH3:12])[NH2:13].[Cl:2][CH2:3][CH:4]([CH2:5][S:6](=[O:7])(=[O:8])[OH:9])[OH:10].[Na:14].[Na:1].[OH2:15]>>[CH2:3]([CH:4]([CH2:5][S:6](=[O:7])(=[O:8])[OH:9])[OH:10])[NH:13][CH2:11][CH3:12].